From a dataset of the Open Reaction Database (ORD), a public repository of structured organic reaction records. describe an organic reaction: reactants, conditions, products, and yield The reactants are BrBr (bromine), C(C1=CC=CC=C1)CC(C)=O (benzylacetone), O (water), BrBr (bromine). The solvent is CO (methanol), CO (methanol). Run at temperature 8.5 celsius, time 8 hour. Yields the product BrCC(CCC1=CC=CC=C1)=O (1-bromo-4-phenyl-2-butanone). Yield: 62.5%. As a reaction SMILES: [Br:1]Br.[CH2:3]([CH2:10][C:11](=[O:13])[CH3:12])[C:4]1[CH:9]=[CH:8][CH:7]=[CH:6][CH:5]=1.O>CO>[Br:1][CH2:12][C:11](=[O:13])[CH2:10][CH2:3][C:4]1[CH:9]=[CH:8][CH:7]=[CH:6][CH:5]=1. Procedure: A freshly prepared solution of bromine (258.9 g) in methanol (600 mL) was added dropwise during 1 h 20 min to a stirred solution of benzylacetone (222.3 g) in methanol (600 mL) at 7-10° C. An exothermic reaction took place, and to maintain the necessary temperature (7-10° C.), the flask should be immersed in a ice-water bath. When orange-red color of bromine disappeared, water (1500 mL) was added to the mixture and the obtained mixture was stirred overnight. The organic layer (on the bottom) was... Starting materials: FC1=CC=C(C=C1)C1=NNC(=C1)O (3-(4-fluorophenyl)-1H-pyrazol-5-ol), C(=O)([O-])[O-].[K+].[K+] (K2CO3), CS(=O)(=O)OC(C)C(C)OS(=O)(=O)C (butane-2,3-diyl dimethanesulfonate). Run in CN(C)C=O (DMF), O (water). Conditions: temperature 60 celsius, time 16 hour. The product is FC1=CC=C(C=C1)C1=NN2C(OC(C2C)C)=C1 (6-(4-fluorophenyl)-2,3-dimethyl-2,3-dihydropyrazolo[5,1-b][1,3]oxazole). The yield is 71.8%. RXN SMILES: [F:1][C:2]1[CH:7]=[CH:6][C:5]([C:8]2[CH:12]=[C:11]([OH:13])[NH:10][N:9]=2)=[CH:4][CH:3]=1.C([O-])([O-])=O.[K+].[K+].CS(O[CH:25]([CH:27](OS(C)(=O)=O)[CH3:28])[CH3:26])(=O)=O>CN(C=O)C.O>[F:1][C:2]1[CH:3]=[CH:4][C:5]([C:8]2[CH:12]=[C:11]3[O:13][CH:25]([CH3:26])[CH:27]([CH3:28])[N:10]3[N:9]=2)=[CH:6][CH:7]=1 |f:1.2.3|. Reported procedure: To a solution of 3-(4-fluorophenyl)-1H-pyrazol-5-ol (3 g, 16.8 mmol) in DMF (15 mL) was added K2CO3 (9.3 g, 67.4 mmol) and butane-2,3-diyl dimethanesulfonate (4.8 g, 18.5 mmol) (prepared as described in US2010/41748) at room temperature and then stirred for 16 h at 60° C. Thereafter, the reaction mixture was diluted with cold water and extracted with ethyl acetate. The organic layer was dried over anhydrous sodium sulphate and concentrated to get the crude product. Purification by column chromat... The reactants are P(=O)([O-])([O-])[O-] (phosphate), BrC1=C2CC=CC2=CC=C1 (4-bromo-3H-indene), ClC1=CC(=CC=C1)C(=O)OO (metachloroperbenzoic acid), ClC1=CC(=CC=C1)C(=O)OO (metachloroperbenzoic acid), ClC1=CC(=CC=C1)C(=O)OO (metachloroperbenzoic acid). Reagents/catalysts: C(CCC)[N+](CCCC)(CCCC)CCCC (tetrabutylammonium). Run in C(Cl)Cl (methylene chloride). Reaction conditions: time 4 hour. Product: BrC1=C2C=C3C(C2=CC=C1)O3 (4-bromo-1,2-epoxyindene). Yield: 38.4%. RXN SMILES: P([O-])([O-])([O-])=O.[Br:6][C:7]1[CH:15]=[CH:14][CH:13]=[C:12]2[C:8]=1[CH2:9][CH:10]=[CH:11]2.ClC1C=CC=C(C(OO)=[O:24])C=1>C([N+](CCCC)(CCCC)CCCC)CCC.C(Cl)Cl>[Br:6][C:7]1[CH:15]=[CH:14][CH:13]=[C:12]2[C:8]=1[CH:9]=[C:10]1[O:24][CH:11]12. Procedure details: 250 ml of pH 8 phosphate buffer, 150 ml of methylene chloride, 200 mg of tetrabutylammonium hydrogenosulphate and 10 g of 4-bromo-3H-indene are mixed together. At 0° C. 10 g of metachloroperbenzoic acid is added in several lots, then the temperature of the mixture is allowed to rise to the ambient over 4 hours, 10 g of metachloroperbenzoic acid is added at 0° C. and the temperature is allowed to rise to 20° C. over 2 hours. 3 g of metachloroperbenzoic acid is added and the mixture is left for 16... RXN SMILES: [B:26]([Br:27])([Br:28])[Br:29].[CH3:30][OH:31].[Cl:1][c:2]1[c:3](-[c:9]2[c:10](-[c:18]3[cH:19][cH:20][c:21]([O:24][CH3:25])[cH:22][cH:23]3)[cH:11][c:12]([C:14](=[O:15])[O:16][CH3:17])[s:13]2)[cH:4][cH:5][c:6]([F:8])[cH:7]1.[Cl:32][CH2:33][Cl:34]>>[Cl:1][c:2]1[c:3](-[c:9]2[c:10](-[c:18]3[cH:19][cH:20][c:21]([OH:24])[cH:22][cH:23]3)[cH:11][c:12]([C:14](=[O:15])[O:16][CH3:17])[s:13]2)[cH:4][cH:5][c:6]([F:8])[cH:7]1. The product is COC(=O)c1cc(-c2ccc(O)cc2)c(-c2ccc(F)cc2Cl)s1. The reactants are BrB(Br)Br, CO, COC(=O)c1cc(-c2ccc(OC)cc2)c(-c2ccc(F)cc2Cl)s1, ClCCl. Reactants: C(C)(C)(C)OC([C@H]1NCCC1)=O (L-proline tert-butyl ester), ON1N=NC2=C1C=CC=C2 (3-hydroxybenzotriazole), C1(CCCCC1)N=C=NC1CCCCC1 (dicyclohexylcarbodiimide), C(C)(=O)SCC(C(=O)O)CC(=O)OC (3-acetylthio-2-methoxycarbonylmethylpropanoic acid). The solvent is ClCCl (dichloromethane). Run at time 18 hour. Product: C(C)(C)(C)OC([C@H]1N(CCC1)C(C(CSC(C)=O)CC(=O)OC)=O)=O (1-[3-(acetylthio)-2-methoxycarbonylmethylpropanoyl]-L-proline tert-butyl ester). Yield: 99.2%. RXN SMILES: [C:1]([O:5][C:6](=[O:12])[C@@H:7]1[CH2:11][CH2:10][CH2:9][NH:8]1)([CH3:4])([CH3:3])[CH3:2].ON1C2C=CC=CC=2N=N1.C1(N=C=NC2CCCCC2)CCCCC1.[C:38]([S:41][CH2:42][CH:43]([CH2:47][C:48]([O:50][CH3:51])=[O:49])[C:44](O)=[O:45])(=[O:40])[CH3:39]>ClCCl>[C:1]([O:5][C:6](=[O:12])[C@@H:7]1[CH2:11][CH2:10][CH2:9][N:8]1[C:44](=[O:45])[CH:43]([CH2:47][C:48]([O:50][CH3:51])=[O:49])[CH2:42][S:41][C:38](=[O:40])[CH3:39])([CH3:4])([CH3:2])[CH3:3]. Procedure details: To a solution of L-proline tert-butyl ester (1.71 g) and 3-hydroxybenzotriazole (1.35 g) in dichloromethane (15 ml), dicyclohexylcarbodiimide (2.06 g) and 3-acetylthio-2-methoxycarbonylmethylpropanoic acid (2.2 g) are added. After 18 hours stirring at room temperature, the precipitate formed is filtered off, the filtrate is washed neutral, dried, and concentrated to dryness to yield 3.7 g of 1-[3-(acetylthio)-2-methoxycarbonylmethylpropanoyl]-L-proline tert-butyl ester. Rf =0.8 (silica gel-etyl ... The reactants are CC(C)(O)c1ccncc1Br, C1COCCO1, I[Cu]I, [K+], [K+], [K+], NC1CCCCC1N, O=P([O-])([O-])[O-], O=C1NCCN1c1ccc2ncsc2c1. The product is CC(C)(O)c1ccncc1N1CCN(c2ccc3ncsc3c2)C1=O. As a reaction SMILES: [Br:16][c:17]1[cH:18][n:19][cH:20][cH:21][c:22]1[C:23]([CH3:24])([CH3:25])[OH:26].[CH2:46]1[O:47][CH2:48][CH2:49][O:50][CH2:51]1.[Cu:43]([I:44])[I:45].[K+:40].[K+:41].[K+:42].[NH2:27][CH:28]1[CH2:29][CH2:30][CH2:31][CH2:32][CH:33]1[NH2:34].[P:35]([O-:36])([O-:37])([O-:38])=[O:39].[s:1]1[cH:2][n:3][c:4]2[c:5]1[cH:6][c:7]([N:10]1[C:11](=[O:15])[NH:12][CH2:13][CH2:14]1)[cH:8][cH:9]2>>[s:1]1[cH:2][n:3][c:4]2[c:5]1[cH:6][c:7]([N:10]1[C:11](=[O:15])[N:12]([c:17]3[cH:18][n:19][cH:20][cH:21][c:22]3[C:23]([CH3:24])([CH3:25])[OH:26])[CH2:13][CH2:14]1)[cH:8][cH:9]2.